This data is from the Open Reaction Database (ORD), a public repository of structured organic reaction records. The task is: describe an organic reaction: reactants, conditions, products, and yield Reactants: C(C1=CC=CC=C1)OC1=C(C(=NC2=CC=CC=C12)C=CCCCOC1=CC=C(C=C1)F)C (4-(Benzyloxy)-2-[5-(4-fluorophenoxy)pent-1-en-1-yl]-3-methylquinoline). The reagents and catalysts are [Pd] (palladium-activated carbon). Run in C(C)O.C1CCOC1 (ethanol THF). Reaction conditions: time 3 hour. The product is FC1=CC=C(OCCCCCC=2NC3=CC=CC=C3C(C2C)=O)C=C1 (2-[5-(4-fluorophenoxy)pentyl]-3-methylquinolin-4(1H)-one). Isolated yield 88.9%. As a reaction SMILES: C([O:8][C:9]1[C:18]2[C:13](=[CH:14][CH:15]=[CH:16][CH:17]=2)[N:12]=[C:11]([CH:19]=[CH:20][CH2:21][CH2:22][CH2:23][O:24][C:25]2[CH:30]=[CH:29][C:28]([F:31])=[CH:27][CH:26]=2)[C:10]=1[CH3:32])C1C=CC=CC=1>C(O)C.C1COCC1.[Pd]>[F:31][C:28]1[CH:27]=[CH:26][C:25]([O:24][CH2:23][CH2:22][CH2:21][CH2:20][CH2:19][C:11]2[NH:12][C:13]3[C:18]([C:9](=[O:8])[C:10]=2[CH3:32])=[CH:17][CH:16]=[CH:15][CH:14]=3)=[CH:30][CH:29]=1 |f:1.2|. Procedure: 4-(Benzyloxy)-2-[5-(4-fluorophenoxy)pent-1-en-1-yl]-3-methylquinoline (E/Z mixture, 810 mg) was dissolved in ethanol-THF (1:1, 20 mL), and 10% palladium-activated carbon (200 mg) was added thereto. The mixture was stirred at room temperature under hydrogen atmosphere for 3 hours. The catalyst was removed by filtration, and then the solvent was evaporated under reduced pressure. The residue was purified by silica gel column chromatography (eluent: chloroform/methanol=10/1) to obtain 2-[5-(4-fluor... Reactants: ClCCCC(CC#C)(C)O (7-chloro-4-hydroxy-4-methyl-1-heptyne), Cl[Si](C)(C)C (chlorotrimethylsilane), CN(C=O)C (dimethylformamide), N1C=NC=C1 (imidazole). The solvent is O (water). Conditions: time 45 minute. Product: ClCCCC(CC#C)(O[Si](C)(C)C)C (7-Chloro-4-methyl-4-trimethylsilyloxy-1-heptyne). RXN SMILES: [Cl:1][CH2:2][CH2:3][CH2:4][C:5]([OH:10])([CH3:9])[CH2:6][C:7]#[CH:8].CN(C)C=O.N1C=CN=C1.Cl[Si:22]([CH3:25])([CH3:24])[CH3:23]>O>[Cl:1][CH2:2][CH2:3][CH2:4][C:5]([CH3:9])([O:10][Si:22]([CH3:25])([CH3:24])[CH3:23])[CH2:6][C:7]#[CH:8]. Procedure: To a solution of 7-chloro-4-hydroxy-4-methyl-1-heptyne in 80 ml. of dimethylformamide at 0° C., is added 43.8 g. (0.644 moles) of imidazole and 35.02 g. (0.322 moles of) chlorotrimethylsilane. The mixture is stirred at room temperature for 45 minutes, poured into water and extracted with hexane. The hexane solution is washed with dilute sodium bicarbonate solution, dried over magnesium sulfate and the solvent removed leaving an orange liquid. This liquid is distilled giving the desired product i... Reactants: CC(C)(C)OC(=O)N1CCN(c2ccc(Br)cc2)CC1, CCCCCC, OC1CCNCC1. Product: CC(C)(C)OC(=O)N1CCC(O)CC1. As a reaction SMILES: [C:1]([CH3:2])([CH3:3])([CH3:4])[O:5][C:6](=[O:7])[N:8]1[CH2:9][CH2:10][N:11]([c:14]2[cH:15][cH:16][c:17]([Br:18])[cH:19][cH:20]2)[CH2:12][CH2:13]1.[CH3:28][CH2:29][CH2:30][CH2:31][CH2:32][CH3:33].[OH:21][CH:22]1[CH2:23][CH2:24][NH:25][CH2:26][CH2:27]1>>[C:1]([CH3:2])([CH3:3])([CH3:4])[O:5][C:6](=[O:7])[N:8]1[CH2:9][CH2:10][CH:22]([OH:21])[CH2:12][CH2:13]1. The reactants are C(c1c(cc(cc1[Cl])OC(F)(F)F)[Cl])=O, CC1=CN=C(C=C1)N, [C-]#[N+]C1CCCCC1. Reagents/catalysts: O=C(O)C(F)(F)F (trifluoroacetic acid). The solvent is CC(C)O (isopropyl alcohol), CC(C)O (isopropylalcohol). Conditions: temperature 22 celsius, time 20 hour. The product is Cc1ccc2nc(c3c(cc(cc3[Cl])OC(F)(F)F)[Cl])c(NC3CCCCC3)n2c1. Isolated yield 48.5%. RXN SMILES: CC1=CC=C(N)N=C1.[C-]#[N+]C1CCCCC1.FC(F)(F)OC1=CC(Cl)=C(C=O)C(Cl)=C1>>CC1=CN2C(C=C1)=NC(=C2NC1CCCCC1)C1=C(Cl)C=C(OC(F)(F)F)C=C1Cl. RXN SMILES: [CH2:1](Br)[C:2]1[CH:7]=[CH:6][CH:5]=[CH:4][CH:3]=1.[C:9](=[O:12])([O-])[O-:10].[K+].[K+].Cl.NC1CCCC(C(OC)=[O:24])C1.C(N(CC1C=CC=CC=1)C1CCCC(C(OC)=O)C1)C1C=CC=CC=1.C([N:59]([CH2:76][C:77]1[CH:82]=[CH:81][CH:80]=CC=1)[CH:60]1[CH2:65][CH2:64][CH2:63][CH:62]([C:66]([O:68][CH2:69][C:70]2[CH:75]=[CH:74]C=CC=2)=O)[CH2:61]1)C1C=CC=CC=1.C[N:84]([CH:86]=[O:87])C>CC(OC)(C)C.O>[CH3:74][C:75]1[O:87][C:86]([C:4]2[CH:3]=[C:2]([CH3:1])[CH:7]=[CH:6][CH:5]=2)=[N:84][C:70]=1[CH2:69][O:68][CH2:66][CH:62]1[CH2:63][CH2:64][CH2:65][CH:60]([NH:59][C:76]([CH:77]2[CH2:82][CH2:81][CH:80]2[C:9]([OH:10])=[O:12])=[O:24])[CH2:61]1 |f:1.2.3,4.5|. The solvent is CC(C)(C)OC (MTBE), O (water). Run at time 8 hour. The product is CC1=C(N=C(O1)C=1C=C(C=CC1)C)COCC1CC(CCC1)NC(=O)C1C(CC1)C(=O)O (2-[3-(5-Methyl-2-m-tolyloxazol-4-ylmethoxymethyl)cyclohexylcarbamoyl]cyclobutanecarboxylic acid). The reactants are C(C1=CC=CC=C1)Br (benzyl bromide), C([O-])([O-])=O.[K+].[K+] (potassium carbonate), Cl.NC1CC(CCC1)C(=O)OC (methyl 3-aminocyclohexanecarboxylate hydrochloride), CN(C)C=O (DMF), C(C1=CC=CC=C1)N(C1CC(CCC1)C(=O)OC)CC1=CC=CC=C1 (methyl 3-dibenzylaminocyclohexanoate), C(C1=CC=CC=C1)N(C1CC(CCC1)C(=O)OCC1=CC=CC=C1)CC1=CC=CC=C1 (benzyl 3-dibenzylaminocyclohexanoate). Procedure: At room temperature, 28.7 g of benzyl bromide and then 37 g of potassium carbonate were added to a suspension of 9.37 g of methyl 3-aminocyclohexanecarboxylate hydrochloride in 78 ml of DMF. The mixture was stirred overnight. LCMS control showed that the starting material had reacted completely, giving a 1:3.5 mixture of methyl 3-dibenzylaminocyclohexanoate and benzyl 3-dibenzylaminocyclohexanoate. About 150 ml each of water and MTBE were added to the reaction solution, the organic phase was sep...